This data is from the Open Reaction Database (ORD), a public repository of structured organic reaction records. The task is: describe an organic reaction: reactants, conditions, products, and yield The reactants are ice water, P(=O)(Cl)(Cl)Cl (Phosphorus oxychloride), CN(C1=CC=CC=C1)C=O (N-methylformanilide), C([O-])(O)=O.[Na+] (sodium bicarbonate), C(C)(C)(C)C=1SC=CC1 (2-t-butylthiophene). Reaction conditions: temperature 0 celsius, time 3 hour. The product is C(C)(C)(C)C1=CC=C(S1)C=O (5-t-butyl-2-thiophenecarboxaldehyde). Yield: 87.3%. As a reaction SMILES: P(Cl)(Cl)(Cl)=O.CN([CH:14]=[O:15])C1C=CC=CC=1.[C:16]([C:20]1[S:21][CH:22]=[CH:23][CH:24]=1)([CH3:19])([CH3:18])[CH3:17].C(=O)(O)[O-].[Na+]>>[C:16]([C:20]1[S:21][C:22]([CH:14]=[O:15])=[CH:23][CH:24]=1)([CH3:19])([CH3:18])[CH3:17] |f:3.4|. Procedure: Phosphorus oxychloride (24.04 g, 0.157 mol) was added dropwise to N-methylformanilide (21.24 g, 0.157 mol) and a yellow solid was produced. This was cooled to 0° C. for 1/2 hour, then 2-t-butylthiophene (20 g, 0.143 mol) was added dropwise and the mixture stirred at room temperature for 3 hours. The mixture was poured into ice/water, neutralised with sodium bicarbonate and extracted into diethyl ether. The ethereal extracts were washed with water, dried over anhydrous sodium sulphate and the sol... Reactants: CC(=O)[O-], COCC(=O)CC(=O)OC, CCO, Cl, Nc1cccc(C(F)(F)F)c1, O=N[O-], [Na+], [Na+], O. Product: COCC(=O)C(=NNc1cccc(C(F)(F)F)c1)C(=O)OC. RXN SMILES: [C:27]([O-:28])(=[O:29])[CH3:30].[CH3:17][O:18][CH2:19][C:20]([CH2:21][C:22](=[O:23])[O:24][CH3:25])=[O:26].[CH3:33][CH2:34][OH:35].[ClH:16].[F:5][C:6]([c:7]1[cH:8][c:9]([NH2:10])[cH:11][cH:12][cH:13]1)([F:14])[F:15].[N:1]([O-:2])=[O:3].[Na+:31].[Na+:4].[OH2:32]>>[N:1]([NH:10][c:9]1[cH:8][c:7]([C:6]([F:5])([F:14])[F:15])[cH:13][cH:12][cH:11]1)=[C:21]([C:20]([CH2:19][O:18][CH3:17])=[O:26])[C:22](=[O:23])[O:24][CH3:25]. Reactants: COC(=O)CSc1c(O)c2ccc(Cl)cc2[nH]c1=O, Cl, [Na+], [OH-]. Yields the product O=C(O)CSc1c(O)c2ccc(Cl)cc2[nH]c1=O. Reaction SMILES: [Cl:1][c:2]1[cH:3][cH:4][c:5]2[c:6]([OH:19])[c:7]([S:13][CH2:14][C:15](=[O:16])[O:17][CH3:18])[c:8](=[O:12])[nH:9][c:10]2[cH:11]1.[ClH:20].[Na+:22].[OH-:21]>>[Cl:1][c:2]1[cH:3][cH:4][c:5]2[c:6]([OH:19])[c:7]([S:13][CH2:14][C:15](=[O:16])[OH:17])[c:8](=[O:12])[nH:9][c:10]2[cH:11]1. Product: C1(CCCC1)NC(=S)N (N-cyclopentylthiourea). Isolated yield 90.0%. RXN SMILES: C([N:5]([CH:9]1[CH2:13][CH2:12][CH2:11][CH2:10]1)[C:6]([NH2:8])=[S:7])(C)(C)C>Cl.CCCCCC.CCOC(C)=O>[CH:9]1([NH:5][C:6]([NH2:8])=[S:7])[CH2:13][CH2:12][CH2:11][CH2:10]1 |f:2.3|. Solvent: CCCCCC.CCOC(=O)C (hexane EtOAc), Cl (HCl). Reported procedure: The t-butyl-cyclopentylthiourea (3.70 g) was dissolved in concentrated HCl (46 mL). The dark yellow solution was set to a gentle reflux. After 40 min, the reaction mixture was allowed to cool. The volume was concentrated to approx. half under reduced pressure, cooled in ice and basified to pH 9.5 with solid and saturated NaHCO3. The product was extracted into EtOAc (3×), the combined EtOAc extracts were washed with H2O (2×) and brine (1×). The organic layer was dried over anhydrous MgSO4, filter... Run at time 40 minute. The reactants are C(C)(C)(C)N(C(=S)N)C1CCCC1 (t-butyl-cyclopentylthiourea).